From a dataset of the Open Reaction Database (ORD), a public repository of structured organic reaction records. describe an organic reaction: reactants, conditions, products, and yield The reactants are [BH4-], CO, CCn1nc(C)c(C=O)c1Sc1cc(Cl)cc(Cl)c1, [Na+], O. Yields the product CCn1nc(C)c(CO)c1Sc1cc(Cl)cc(Cl)c1. RXN SMILES: [BH4-:20].[CH3:23][OH:24].[Cl:1][c:2]1[cH:3][c:4]([S:9][c:10]2[c:11]([CH:18]=[O:19])[c:12]([CH3:17])[n:13][n:14]2[CH2:15][CH3:16])[cH:5][c:6]([Cl:8])[cH:7]1.[Na+:21].[OH2:22]>>[Cl:1][c:2]1[cH:3][c:4]([S:9][c:10]2[c:11]([CH2:18][OH:19])[c:12]([CH3:17])[n:13][n:14]2[CH2:15][CH3:16])[cH:5][c:6]([Cl:8])[cH:7]1. Starting materials: O.C1(=CC=C(C=C1)S(=O)(=O)O)C (p-toluene sulfonic acid monohydrate), OCC(CO)(CO)CO (Pentaerythritol), C(C)(OCC)(OCC)OCC (triethyl orthoacetate). Solvent: C(C=1C(C(=O)OCCCCCCCC)=CC=CC1)(=O)OCCCCCCCC (dioctyl phthalate). Reaction conditions: temperature 120 celsius, time 22 hour. The product is CC12OCC(CO1)(CO2)CO ((1-Methyl-2,6,7-trioxabicyclo[2.2.2]octan-4-yl)methanol). Yield: 83.0%. As a reaction SMILES: [OH:1][CH2:2][C:3]([CH2:8][OH:9])([CH2:6][OH:7])[CH2:4][OH:5].O.[C:11]1(C)C=CC(S(O)(=O)=O)=C[CH:12]=1.C(OCC)(OCC)(OCC)C>C(OCCCCCCCC)(=O)C1C(=CC=CC=1)C(OCCCCCCCC)=O>[CH3:11][C:12]12[O:7][CH2:6][C:3]([CH2:8][OH:9])([CH2:4][O:5]1)[CH2:2][O:1]2 |f:1.2|. Procedure details: Pentaerythritol (60 g, 440.7 mmol) was added to a stirring solution of dioctyl phthalate (100 mL) containing trace p-toluene sulfonic acid monohydrate, and heated to 120° C. After triethyl orthoacetate (71.685 g, 81 mL, 441.87 mmol) was added in one portion the reaction was equipped with a distillation apparatus and stirred for 22 h. Upon return, 64 mL of ethanol had distilled (83% of the theoretical amount). TEA (40 drops) was added, stirred for 10 minutes, heated to 160° C. The TEA and remaini... The reactants are O=S(=O)(OCC(F)(F)F)C(Cl)(Cl)Cl, [NH2-], [Na], C(=C1c2ccccc2CCc2ccccc21)C1CNCCO1, C1CCOC1, O. Product: FC(F)(F)CN1CCOC(C=C2c3ccccc3CCc3ccccc32)C1. Reaction SMILES: [Cl:25][C:26]([S:27]([O:28][CH2:33][C:34]([F:35])([F:36])[F:37])(=[O:29])=[O:30])([Cl:31])[Cl:32].[NH2-:24].[Na:23].[O:1]1[CH:2]([CH:7]=[C:8]2[c:9]3[c:10]([cH:19][cH:20][cH:21][cH:22]3)[CH2:11][CH2:12][c:13]3[c:14]2[cH:15][cH:16][cH:17][cH:18]3)[CH2:3][NH:4][CH2:5][CH2:6]1.[O:39]1[CH2:40][CH2:41][CH2:42][CH2:43]1.[OH2:38]>>[O:1]1[CH:2]([CH:7]=[C:8]2[c:9]3[c:10]([cH:19][cH:20][cH:21][cH:22]3)[CH2:11][CH2:12][c:13]3[c:14]2[cH:15][cH:16][cH:17][cH:18]3)[CH2:3][N:4]([CH2:33][C:34]([F:35])([F:36])[F:37])[CH2:5][CH2:6]1. The reactants are N#CBr (Cyanogen bromide), O (water), ice water, COC(C1=CC(=C(C=C1)N)N)=O (3,4-Diaminobenzoic acid methyl ester). Solvent: C(C)#N (acetonitrile). Conditions: time 16 hour. The product is Br.NC1=NC2=C(N1)C=CC(=C2)C(=O)OC (methyl 2-amino-1H-benzo[d]imidazole-5-carboxylate hydrobromide). Isolated yield 98.0%. Reaction SMILES: [CH3:1][O:2][C:3](=[O:12])[C:4]1[CH:9]=[CH:8][C:7]([NH2:10])=[C:6]([NH2:11])[CH:5]=1.O.[N:14]#[C:15][Br:16]>C(#N)C>[BrH:16].[NH2:14][C:15]1[NH:10][C:7]2[CH:8]=[CH:9][C:4]([C:3]([O:2][CH3:1])=[O:12])=[CH:5][C:6]=2[N:11]=1 |f:4.5|. Procedure: 3,4-Diaminobenzoic acid methyl ester (58.72 mmoles, 9.35 g, 1 equivalent, commercially available from Oakwood Products) was dissolved in acetonitrile (20 ml) and water (200 ml) and cooled to 0-5° C. (ice-water). Cyanogen bromide (8.64 g, 81.55 mmoles, 1.4 equivalent) was added over a period of 5 minutes, and the reaction mixture was allowed to go to room temperature and stirred for 16 hours. The reaction mixture was then evaporated under reduced pressure to 15.60 g of methyl 2-amino-1H-benzo[d]i... RXN SMILES: [CH3:1][CH:2]1[CH2:6][C:5]2([CH2:11][CH2:10][CH2:9][CH2:8][CH2:7]2)[CH:4]([OH:12])[O:3]1.[C:13](OC(=O)C)(=[O:15])[CH3:14]>N1C=CC=CC=1>[C:13]([O:12][CH:4]1[C:5]2([CH2:11][CH2:10][CH2:9][CH2:8][CH2:7]2)[CH2:6][CH:2]([CH3:1])[O:3]1)(=[O:15])[CH3:14]. Procedure: A mixture of 11 g of 3-methyl-2-oxaspiro[4.5]decan-1-ol, 7.7 g of pyridine and 9.2 g of acetic anhydride was heated at 50° C. for 12 hours. The reaction mixture was concentrated. The concentrate was purified by distillation, obtaining 13 g (yield 960) of the target compound, 3-methyl-2-oxaspiro[4.5]decan-1-yl acetate. Yields the product 960, C(C)(=O)OC1OC(CC12CCCCC2)C (3-methyl-2-oxaspiro[4.5]decan-1-yl acetate). Reaction conditions: temperature 50 celsius. Reactants: CC1OC(C2(C1)CCCCC2)O (3-methyl-2-oxaspiro[4.5]decan-1-ol), C(C)(=O)OC(C)=O (acetic anhydride). Run in N1=CC=CC=C1 (pyridine). Reactants: CI, CCO, Cn1c(-c2cccnc2)n[nH]c1=S, ClCCl, [Na+], [OH-]. Yields the product CSc1nnc(-c2cccnc2)n1C. As a reaction SMILES: [CH3:1][I:2].[CH3:21][CH2:22][OH:23].[CH3:3][n:4]1[c:5](=[S:15])[nH:6][n:7][c:8]1-[c:9]1[cH:10][n:11][cH:12][cH:13][cH:14]1.[Cl:18][CH2:19][Cl:20].[Na+:17].[OH-:16]>>[CH3:3][n:4]1[c:5]([S:15][CH3:19])[n:6][n:7][c:8]1-[c:9]1[cH:10][n:11][cH:12][cH:13][cH:14]1. Starting materials: O=C(OCC1OCC2(CC2)CO1)c1ccccc1, CO, [Cl-], [NH4+], [Na+], [OH-]. The product is OCC1OCC2(CC2)CO1. As a reaction SMILES: [C:1](=[O:2])([c:3]1[cH:4][cH:5][cH:6][cH:7][cH:8]1)[O:9][CH2:10][CH:11]1[O:12][CH2:13][C:14]2([CH2:15][CH2:16]2)[CH2:17][O:18]1.[CH3:23][OH:24].[Cl-:21].[NH4+:22].[Na+:20].[OH-:19]>>[OH:9][CH2:10][CH:11]1[O:12][CH2:13][C:14]2([CH2:15][CH2:16]2)[CH2:17][O:18]1.